This data is from the Open Reaction Database (ORD), a public repository of structured organic reaction records. The task is: describe an organic reaction: reactants, conditions, products, and yield Reactants: OC1=C(N(S(C2=C1C=CC=C2)(=O)=O)C)C(=O)OC (methyl 4-hydroxy-2-methyl-2H-1,2-benzothiazine-3-carboxylate 1,1-dioxide), NC=1C(C=CC(=CC1)OC)=O (2-amino-5-methoxy-2,4,6-cycloheptatrien-1-one). Solvent: C=1(C(=CC=CC1)C)C (xylene). Yields the product OC1=C(N(S(C2=C1C=CC=C2)(=O)=O)C)C(=O)NC=2C(C=CC(=CC2)OC)=O (4-hydroxy-N-(5-methoxy-1-oxo-2,4,6-cycloheptatrien-2-yl)-2-methyl-2H-1,2-benzothiazine-3-carboxamide 1,1-dioxide). Yield: 87.6%. As a reaction SMILES: [OH:1][C:2]1[C:7]2[CH:8]=[CH:9][CH:10]=[CH:11][C:6]=2[S:5](=[O:13])(=[O:12])[N:4]([CH3:14])[C:3]=1[C:15]([O:17]C)=O.[NH2:19][C:20]1[C:21](=[O:29])[CH:22]=[CH:23][C:24]([O:27][CH3:28])=[CH:25][CH:26]=1>C1(C)C(C)=CC=CC=1>[OH:1][C:2]1[C:7]2[CH:8]=[CH:9][CH:10]=[CH:11][C:6]=2[S:5](=[O:12])(=[O:13])[N:4]([CH3:14])[C:3]=1[C:15]([NH:19][C:20]1[C:21](=[O:29])[CH:22]=[CH:23][C:24]([O:27][CH3:28])=[CH:25][CH:26]=1)=[O:17]. Procedure: A mixture of methyl 4-hydroxy-2-methyl-2H-1,2-benzothiazine-3-carboxylate 1,1-dioxide (0.36 g) and 2-amino-5-methoxy-2,4,6-cycloheptatrien-1-one (0.20 g) in xylene (9 ml) was refluxed for 40 hours. The reaction mixture was cooled to room temperature. The crystals were collected by filtration and washed with xylene to give 4-hydroxy-N-(5-methoxy-1-oxo-2,4,6-cycloheptatrien-2-yl)-2-methyl-2H-1,2-benzothiazine-3-carboxamide 1,1-dioxide (0.45 g).